describe an organic reaction: reactants, conditions, products, and yield From a dataset of the Open Reaction Database (ORD), a public repository of structured organic reaction records. Reactants: COC(=O)C=1C(SC2=CC(=CC=C2C1O)Br)=O (7-bromo-4-hydroxy-2-oxo-2H-thiochromene-3-carboxylic acid methyl ester), FC(C=1C=C(C=C(C1)C(F)(F)F)B(O)O)(F)F (3,5-Bis-trifluoromethyl-phenylboronic acid). Yields the product COC(=O)C=1C(SC2=CC(=CC=C2C1O)C1=CC(=CC(=C1)C(F)(F)F)C(F)(F)F)=O (7-(3,5-Bis-trifluoromethyl-phenyl)-4-hydroxy-2-oxo-2H-thiochromene-3-carboxylic acid methyl ester). Reaction SMILES: [CH3:1][O:2][C:3]([C:5]1[C:6](=[O:17])[S:7][C:8]2[C:13]([C:14]=1[OH:15])=[CH:12][CH:11]=[C:10](Br)[CH:9]=2)=[O:4].[F:18][C:19]([F:34])([F:33])[C:20]1[CH:21]=[C:22](B(O)O)[CH:23]=[C:24]([C:26]([F:29])([F:28])[F:27])[CH:25]=1>>[CH3:1][O:2][C:3]([C:5]1[C:6](=[O:17])[S:7][C:8]2[C:13]([C:14]=1[OH:15])=[CH:12][CH:11]=[C:10]([C:22]1[CH:23]=[C:24]([C:26]([F:29])([F:27])[F:28])[CH:25]=[C:20]([C:19]([F:18])([F:34])[F:33])[CH:21]=1)[CH:9]=2)=[O:4]. Procedure details: 7-(3,5-Bis-trifluoromethyl-phenyl)-4-hydroxy-2-oxo-2H-thiochromene-3-carboxylic acid methyl ester was prepared from 7-bromo-4-hydroxy-2-oxo-2H-thiochromene-3-carboxylic acid methyl ester under conditions analogous to Example 7(a) using 3,5-Bis-trifluoromethyl-phenylboronic acid. 1H NMR (200 MHz, CDCl3): δ (ppm)=8.47 (d, 1H), 8.03 (s, 2H), 7.937 (s, 1H), 7.66-7.56 (m, 2H), 4.03 (s, 3H). Reactants: Cl.NC1=CC=C(C=C1)C1=NNC(S1)=O (5-(4-aminophenyl)-1,3,4-thiadiazol-2(3H)-one hydrochloride), O1C=CC(C=C1)=O (4H-pyran-4-one), C(C)O (ethanol). Run in O (water). The product is O=C1C=CN(C=C1)C1=CC=C(C=C1)C1=NNC(S1)=O (5-[4-(4-Oxo-1,4-dihydropyridin-1-yl)phenyl]-1,3,4-thiadiazol-2(3H)-one). Reaction SMILES: Cl.[NH2:2][C:3]1[CH:8]=[CH:7][C:6]([C:9]2[S:13][C:12](=[O:14])[NH:11][N:10]=2)=[CH:5][CH:4]=1.O1[CH:20]=[CH:19][C:18](=[O:21])[CH:17]=[CH:16]1.C(O)C>O>[O:21]=[C:18]1[CH:19]=[CH:20][N:2]([C:3]2[CH:4]=[CH:5][C:6]([C:9]3[S:13][C:12](=[O:14])[NH:11][N:10]=3)=[CH:7][CH:8]=2)[CH:16]=[CH:17]1 |f:0.1|. Reported procedure: A mixture of 5-(4-aminophenyl)-1,3,4-thiadiazol-2(3H)-one hydrochloride (1.25 g), 4H-pyran-4-one (0.58 g), ethanol (10 ml) and water (50 ml) was stirred under reflux under nitrogen for 31/2 hours. The cooled reaction mixture was filtered and the collected orange solid was washed with aqueous potassium hydrogen carbonate and water and was dried. The crude product (1.35 g) was treated with boiling dimethylformamide (200 ml) and the resultant suspension was cooled and filtered. The collected solid ... Starting materials: C(CCC)(=O)CC(=O)OCC (ethyl butyrylacetate), N (ammonia), C(C)(=O)O (Acetic acid), C1(C=CC(C=C1)=O)=O (1,4-benzoquinone). The solvent is CO (methanol). Run at time 24 hour. Yields the product C(C)OC(=O)C1=C(NC2=CC=C(C=C12)O)CCC (5-Hydroxy-2-propyl-1H-indole-3-carboxylic acid ethyl ester). The yield is 6.0%. Reaction SMILES: [C:1]([CH2:6][C:7]([O:9][CH2:10][CH3:11])=[O:8])(=O)[CH2:2][CH2:3][CH3:4].[NH3:12].C(O)(=O)C.[C:17]1(=O)[CH:22]=[CH:21][C:20](=[O:23])[CH:19]=[CH:18]1>CO>[CH2:10]([O:9][C:7]([C:6]1[C:18]2[C:17](=[CH:22][CH:21]=[C:20]([OH:23])[CH:19]=2)[NH:12][C:1]=1[CH2:2][CH2:3][CH3:4])=[O:8])[CH3:11]. Reported procedure: Through a solution of ethyl butyrylacetate (23 g, 0.145 mol) in methanol (200 mL) was bubbled ammonia at 5° C. for 15 minutes and then stirred at room temperature for 24 hours. The reaction mixture was concentrated to about 20 mL. Acetic acid (150 mL) and 1,4-benzoquinone (15.7 g, 0.145 mol) was added to the reaction mixture and it was stirred for 3 hours at room temperature. The suspension that formed was filtered, washed with CH2Cl2 (2×50 mL), and the solid residue was dried in a vacuum oven a... The product is FC(OC1=CC=C(C=C1)N1N=C(C(C=C1)=O)C=1N(N=CC1)C1=CC(=CC=C1)S(=O)(=O)C)F (1-(4-Difluoromethoxy-phenyl)-3-[2-(3-methanesulfonyl-phenyl)-2H-pyrazol-3-yl]-1H-pyridazin-4-one). Procedure details: The product was obtained starting from 1-(4-Difluoromethoxy-phenyl)-3-((E)-3-dimethylamino-acryloyl)-1H-pyridazin-4-one (A-9) and (3-methanesulfonyl-phenyl)-hydrazine according to the method described for example 91. MS: M=459.3 (M+H)+ RXN SMILES: [F:1][CH:2]([F:24])[O:3][C:4]1[CH:9]=[CH:8][C:7]([N:10]2[CH:15]=[CH:14][C:13](=[O:16])[C:12]([C:17](=O)/[CH:18]=[CH:19]/[N:20](C)C)=[N:11]2)=[CH:6][CH:5]=1.[CH3:25][S:26]([C:29]1[CH:30]=[C:31]([NH:35]N)[CH:32]=[CH:33][CH:34]=1)(=[O:28])=[O:27]>>[F:1][CH:2]([F:24])[O:3][C:4]1[CH:9]=[CH:8][C:7]([N:10]2[CH:15]=[CH:14][C:13](=[O:16])[C:12]([C:17]3[N:35]([C:31]4[CH:32]=[CH:33][CH:34]=[C:29]([S:26]([CH3:25])(=[O:28])=[O:27])[CH:30]=4)[N:20]=[CH:19][CH:18]=3)=[N:11]2)=[CH:6][CH:5]=1. Starting materials: FC(OC1=CC=C(C=C1)N1N=C(C(C=C1)=O)C(\C=C\N(C)C)=O)F (1-(4-Difluoromethoxy-phenyl)-3-((E)-3-dimethylamino-acryloyl)-1H-pyridazin-4-one), CS(=O)(=O)C=1C=C(C=CC1)NN ((3-methanesulfonyl-phenyl)-hydrazine). The reactants are [H-].[Na+] (sodium hydride), C([O-])(O)=O.[Na+] (sodium bicarbonate), C(C)(C)(C)OC([C@@H](N)CC1=CC=C(C=C1)O)=O (tyrosine-tert-butyl ester), CI (methyl iodide). Run in CN(C=O)C (N,N-dimethylformamide), C(C)(=O)OCC (ethyl acetate). Run at time 15 minute. The product is C(C)(C)(C)OC([C@@H](N)CC1=CC=C(C=C1)OC)=O (3-[4-Methoxyphenyl]-alanine-tert-butyl ester). RXN SMILES: [C:1]([O:5][C:6](=[O:17])[C@H:7]([CH2:9][C:10]1[CH:15]=[CH:14][C:13]([OH:16])=[CH:12][CH:11]=1)[NH2:8])([CH3:4])([CH3:3])[CH3:2].[H-].[Na+].CI.[C:22](=O)(O)[O-].[Na+]>CN(C)C=O.C(OCC)(=O)C>[C:1]([O:5][C:6](=[O:17])[C@H:7]([CH2:9][C:10]1[CH:15]=[CH:14][C:13]([O:16][CH3:22])=[CH:12][CH:11]=1)[NH2:8])([CH3:4])([CH3:2])[CH3:3] |f:1.2,4.5|. Procedure: 7.12 g (30 mmol) of tyrosine-tert-butyl ester is dissolved in 28 ml of anhydrous N,N-dimethylformamide and mixed at 5° C. under argon with 1.21 g (31 mmol) of sodium hydride dispersion (60% in mineral oil). The batch is allowed to stir for 15 minutes, then 4.4 g (31 mmol) of methyl iodide is added, the reaction temperature is allowed to increase to room temperature and it is stirred for another hour. For working-up, the batch is taken up in ethyl acetate and shaken out several times against aque...